From a dataset of the Open Reaction Database (ORD), a public repository of structured organic reaction records. describe an organic reaction: reactants, conditions, products, and yield The reactants are C(C)OC(CCCCCC[C@H]1[C@@H](CC[C@@H]1C=CC(CCCCC)=O)O)=O (9β-hydroxy-15-oxo-13-prostenoic acid ethyl ester), ice water, C1=CC=CC=C1 (benzene), C(C)(=O)Br (acetyl bromide), CS(=O)(=O)O (methanesulfonic acid). Reported procedure: A mixture of 0.5 g. 9β-hydroxy-15-oxo-13-prostenoic acid ethyl ester, 4 ml. acetyl bromide, 10 ml. benzene and 0.2 g. methanesulfonic acid is heated under reflux for 4 hours, with the exclusion of moisture and poured, after cooling, into 80 ml. ice water. The resulting mixture is extracted twice with 40 ml. amounts of benzene. The organic phase is washed with water until neutral and dried over Na2SO4. Solvent is removed and, after chromatographic purification (silica gel/diisopropyl ether:petrol... The product is C(C)OC(CCCCCC[C@H]1[C@@H](CCC1=CC=C(CCCCC)OC(C)=O)OC(C)=O)=O (9β,15-diacetoxy-12,14-prostadienoic acid ethyl ester). As a reaction SMILES: [CH2:1]([O:3][C:4](=[O:26])[CH2:5][CH2:6][CH2:7][CH2:8][CH2:9][CH2:10][C@@H:11]1[C@@H:15]([CH:16]=[CH:17][C:18](=[O:24])[CH2:19][CH2:20][CH2:21][CH2:22][CH3:23])[CH2:14][CH2:13][C@H:12]1[OH:25])[CH3:2].[C:27](Br)(=[O:29])[CH3:28].CS(O)(=O)=[O:33].[CH:36]1[CH:41]=CC=CC=1>>[CH2:1]([O:3][C:4](=[O:26])[CH2:5][CH2:6][CH2:7][CH2:8][CH2:9][CH2:10][C@@H:11]1[C:15](=[CH:16][CH:17]=[C:18]([O:24][C:27](=[O:29])[CH3:28])[CH2:19][CH2:20][CH2:21][CH2:22][CH3:23])[CH2:14][CH2:13][C@H:12]1[O:25][C:41](=[O:33])[CH3:36])[CH3:2]. The reactants are solution, C([O-])([O-])=O.[Na+].[Na+] (sodium carbonate), COS(=O)(=O)[O-].CC=1C=CC=C2[NH+]=C3C=CC=CC3=NC12 (9-methylphenazinium methylsulphate). Solvent: O (water). Run at time 24 hour. The product is O=C1CC=CC2=NC3=C(C=CC=C3N=C12)C (4-keto-9-methylphenazine). The yield is 35.9%. RXN SMILES: [CH3:1][O:2]S([O-])(=O)=O.[CH3:7][C:8]1[CH:9]=[CH:10][CH:11]=[C:12]2[C:21]=1[N:20]=[C:19]1[C:14](C=[CH:16][CH:17]=[CH:18]1)=[NH+:13]2.C(=O)([O-])[O-].[Na+].[Na+]>O>[O:2]=[C:1]1[C:14]2[C:19](=[N:20][C:21]3[C:12]([N:13]=2)=[CH:11][CH:10]=[CH:9][C:8]=3[CH3:7])[CH:18]=[CH:17][CH2:16]1 |f:0.1,2.3.4|. Reported procedure: 2 g (0.011 mol) of 9-methylphenazinium methylsulphate are dissolved in 2 l of distilled water and then exposed for 24 hours to UV-radiation (from a source having a power 1.5 kW, at a distance of 30-40 cm) at the temperature of 40° C. in a closed quartz flask, then added with a 0.1M solution of sodium carbonate to the pH of 9.0. Then the irradiation is continued for additional 4 hours. The solution is filtered, added with 40 ml of a 10% solution of sodium carbonate and extracted four times with 2... Starting materials: BrC=1C=C2C(=C(C(=O)OCC)C1N)OCO2 (ethyl 5-bromo-2,3-methylenedioxy-6-aminobenzoate), ClN1C(CCC1=O)=O (N-chlorosuccinimide). Yields the product C(C)OC(C1=C2C(=CC(=C1N)Cl)OCO2)=O (Ethyl-5-chloro-2,3-methylenedioxy-6-aminobenzoate). Isolated yield 75.0%. RXN SMILES: Br[C:2]1[CH:3]=[C:4]2[O:16][CH2:15][O:14][C:5]2=[C:6]([C:12]=1[NH2:13])[C:7]([O:9][CH2:10][CH3:11])=[O:8].[Cl:17]N1C(=O)CCC1=O>>[CH2:10]([O:9][C:7](=[O:8])[C:6]1[C:12]([NH2:13])=[C:2]([Cl:17])[CH:3]=[C:4]2[O:16][CH2:15][O:14][C:5]=12)[CH3:11]. Reported procedure: Following the procedure employed in Example 27, treatment of ethyl 5-bromo-2,3-methylenedioxy-6-aminobenzoate with N-chlorosuccinimide instead of N-bromosuccinimide, gave the title compound in 75% yield after silica gel chromatography, mp 77°-78° C. Starting materials: Cl.FC1=CC=C(C=C1)C(C(CC1=CC=C(C=C1)C(F)(F)F)N)O ((1RS,2SR)-1-(4-fluorophenyl)-1-hydroxy-3-(4-(trifluoromethyl)phenyl)-2-propylamine hydrochloride), C(O)([O-])=O.[Na+] (sodium hydrogen carbonate), O1CCC2=C1C(=CC=C2)C(=O)O (2,3-dihydro-1-benzofuran-7-carboxylic acid), C(C(=O)Cl)(=O)Cl (oxalyl chloride). Solvent: C(C)(=O)OCC (ethyl acetate), O (water), O1CCCC1 (tetrahydrofuran), CN(C=O)C (N,N-dimethylformamide). Run at time 30 minute. The product is FC1=CC=C(C=C1)C(C(CC1=CC=C(C=C1)C(F)(F)F)NC(=O)C1=CC=CC=2CCOC21)O (N-((1RS,2SR)-2-(4-fluorophenyl)-2-hydroxy-1-((4-(trifluoromethyl)phenyl)methyl)ethyl)-2,3-dihydro-1-benzofuran-7-carboxamide). Yield: 81.0%. As a reaction SMILES: [O:1]1[C:5]2[C:6]([C:10]([OH:12])=O)=[CH:7][CH:8]=[CH:9][C:4]=2[CH2:3][CH2:2]1.C(Cl)(=O)C(Cl)=O.Cl.[F:20][C:21]1[CH:26]=[CH:25][C:24]([CH:27]([OH:41])[CH:28]([NH2:40])[CH2:29][C:30]2[CH:35]=[CH:34][C:33]([C:36]([F:39])([F:38])[F:37])=[CH:32][CH:31]=2)=[CH:23][CH:22]=1.C(=O)([O-])O.[Na+]>O1CCCC1.C(OCC)(=O)C.O.CN(C)C=O>[F:20][C:21]1[CH:22]=[CH:23][C:24]([CH:27]([OH:41])[CH:28]([NH:40][C:10]([C:6]2[C:5]3[O:1][CH2:2][CH2:3][C:4]=3[CH:9]=[CH:8][CH:7]=2)=[O:12])[CH2:29][C:30]2[CH:35]=[CH:34][C:33]([C:36]([F:39])([F:38])[F:37])=[CH:32][CH:31]=2)=[CH:25][CH:26]=1 |f:2.3,4.5|. Procedure details: To a solution of 2,3-dihydro-1-benzofuran-7-carboxylic acid (106 mg, 0.64 mmol) in tetrahydrofuran (5 ml) were added oxalyl chloride (0.11 ml, 1.72 mmol) and N,N-dimethylformamide (0.01 ml) and the mixture was stirred at room temperature for 30 min. The reaction solution was evaporated under reduced pressure. To a solution of the residue in ethyl acetate (5 ml) were added (1RS,2SR)-1-(4-fluorophenyl)-1-hydroxy-3-(4-(trifluoromethyl)phenyl)-2-propylamine hydrochloride (150 mg, 0.43 mmol) and satu... Starting materials: O=C(O)CCC(O)=NBr, O=C(OOC(=O)c1ccccc1)c1ccccc1, ClC(Cl)(Cl)Cl, Cc1ccc2c(=O)c3ccccc3oc2c1. Product: O=c1c2ccccc2oc2cc(CBr)ccc12. As a reaction SMILES: [Br:17][N:18]=[C:19]([OH:20])[CH2:21][CH2:22][C:23]([OH:24])=[O:25].[C:26]([O:27][O:28][C:29](=[O:30])[c:31]1[cH:32][cH:33][cH:34][cH:35][cH:36]1)(=[O:37])[c:38]1[cH:39][cH:40][cH:41][cH:42][cH:43]1.[C:44]([Cl:45])([Cl:46])([Cl:47])[Cl:48].[CH3:1][c:2]1[cH:3][cH:4][c:5]2[c:6](=[O:16])[c:7]3[cH:8][cH:9][cH:10][cH:11][c:12]3[o:13][c:14]2[cH:15]1>>[CH2:1]([c:2]1[cH:3][cH:4][c:5]2[c:6](=[O:16])[c:7]3[cH:8][cH:9][cH:10][cH:11][c:12]3[o:13][c:14]2[cH:15]1)[Br:17]. The reactants are FC(C(=O)O)(F)F (Trifluoroacetic acid), C(CCC\C=C/C\C=C/C\C=C/C\C=C/C\C=C/CC)OC(C(=O)OC(C)(C)C)CC (tert-Butyl 2-((5Z,8Z,11Z,14Z,17Z)-icosa-5,8,11,14,17-pentaen-1-yloxy)butanoate), O (Water). Run in ClCCl (dichloromethane). Conditions: time 1 hour. Yields the product C(CCC\C=C/C\C=C/C\C=C/C\C=C/C\C=C/CC)OC(C(=O)O)CC (2-((5Z,8Z,11Z,14Z,17Z)-icosa-5,8,11,14,17-pentaenyloxy)butanoic acid). Isolated yield 71.0%. RXN SMILES: [CH2:1]([O:21][CH:22]([CH2:30][CH3:31])[C:23]([O:25]C(C)(C)C)=[O:24])[CH2:2][CH2:3][CH2:4]/[CH:5]=[CH:6]\[CH2:7]/[CH:8]=[CH:9]\[CH2:10]/[CH:11]=[CH:12]\[CH2:13]/[CH:14]=[CH:15]\[CH2:16]/[CH:17]=[CH:18]\[CH2:19][CH3:20].FC(F)(F)C(O)=O.O>ClCCl>[CH2:1]([O:21][CH:22]([CH2:30][CH3:31])[C:23]([OH:25])=[O:24])[CH2:2][CH2:3][CH2:4]/[CH:5]=[CH:6]\[CH2:7]/[CH:8]=[CH:9]\[CH2:10]/[CH:11]=[CH:12]\[CH2:13]/[CH:14]=[CH:15]\[CH2:16]/[CH:17]=[CH:18]\[CH2:19][CH3:20]. Procedure details: tert-Butyl 2-((5Z,8Z,11Z,14Z,17Z)-icosa-5,8,11,14,17-pentaen-1-yloxy)butanoate (19.6 g, 45.5 mmol) was dissolved in dichloromethane (200 mL) and placed under nitrogen. Trifluoroacetic acid (50 mL) was added and the reaction mixture was stirred at room temperature for one hour. Water was added and the aqueous phase was extracted twice with dichloromethane. The combined organic extract was washed with brine, dried (Na2SO4), filtered and concentrated. The residue was subjected to flash chromatograp... Reactants: FC1=CC(=C(C=C1F)NC1=C(C2=C(S1)C=CC=C2)C#N)[N+](=O)[O-] (2-(4,5-difluoro-2-nitro-phenylamino)-benzo[b]thiophene-3-carbonitrile), [Sn](Cl)Cl (Tin(II) chloride), Cl (HCl). Solvent: CCO (EtOH). Product: Cl.FC1=CC2=C(NC=3SC4=C(C3C(=N2)N)C=CC=C4)C=C1F (8,9-Di-fluoro-11H-12-thia-6,11-diaza-dibenzo[a,f]azulen-5-ylamine hydrogenchloride). Reaction SMILES: [F:1][C:2]1[C:7]([F:8])=[CH:6][C:5]([NH:9][C:10]2[S:14][C:13]3[CH:15]=[CH:16][CH:17]=[CH:18][C:12]=3[C:11]=2[C:19]#[N:20])=[C:4]([N+:21]([O-])=O)[CH:3]=1.[Sn](Cl)[Cl:25].Cl>CCO>[ClH:25].[F:1][C:2]1[C:7]([F:8])=[CH:6][C:5]2[NH:9][C:10]3[S:14][C:13]4[CH:15]=[CH:16][CH:17]=[CH:18][C:12]=4[C:11]=3[C:19]([NH2:20])=[N:21][C:4]=2[CH:3]=1 |f:4.5|. Procedure: Combine 2-(4,5-difluoro-2-nitro-phenylamino)-benzo[b]thiophene-3-carbonitrile (2.03 g, 6.13 mmol) and Tin(II) chloride (3.49 g, 18.4 mmol) in a mixed solvent of EtOH (20 mL) and 5.0 N HCl (20 mL), heat the suspension to reflux for overnight, cool to RT. The title compound 2.05 g btaine as a yellow solid by suction filtration. 1H NMR (300 MHz, DMSO-d6): δ 11.56 (br, 1H), 10.06 (br, 1H), 9.14 (br, 2H), 7.96-7.85 (m, 1H), 7.71-7.64 (m, 1H), 7.49-7.42 (m, 1H), 7.34-7.29 (m, 1H), 7.22-7.16 (m, 1H), 7... Reactants: COC1=CC=C(C=C1)CSC1C(CCC1)C(=O)O (2-[[(4-methoxyphenyl)methyl]thio]cyclopentanecarboxylic acid), C1CCCCC1 (cyclohexane), C1(=CCCC1)C(=O)O (1-cyclopentene carboxylic acid), COC1=CC=C(C=C1)CS (p-methoxy-α-toluenethiol). Run in N1CCCCC1 (piperidine), C(C)(=O)O (acetic acid). Run at time 12 hour. The product is COC1=C(C=CC=C1)CSC1C(CCC1)C(=O)O (2-[[(Methoxyphenyl)methyl]thio]cyclopentanecarboxylic acid). As a reaction SMILES: C1([C:6](O)=[O:7])CCCC=1.COC1C=CC(CS)=CC=1.CO[C:21]1[CH:26]=[CH:25][C:24]([CH2:27][S:28][CH:29]2[CH2:33][CH2:32][CH2:31][CH:30]2[C:34]([OH:36])=[O:35])=[CH:23][CH:22]=1.C1CCCCC1>N1CCCCC1.C(O)(=O)C>[CH3:6][O:7][C:23]1[CH:22]=[CH:21][CH:26]=[CH:25][C:24]=1[CH2:27][S:28][CH:29]1[CH2:33][CH2:32][CH2:31][CH:30]1[C:34]([OH:36])=[O:35]. Procedure: A solution of 1-cyclopentene carboxylic acid (1.68 g., 15 mmole) and p-methoxy-α-toluenethiol (2.17 ml., 15.6 mmole) in piperidine (3.9 ml.) is flushed with argon and heated under reflux, protected by a drying tube, for 12 hours. The mixture is then partitioned between ethyl ether (100 ml.) and 1N hydrochloric acid (3×40 ml.). The organic phase is stirred with activated charcoal (about 0.5 g.), dried (MgSO4), filtered through Celite, and concentrated in vacuo to an orange-yellow oil. This oil is...